This data is from the Open Reaction Database (ORD), a public repository of structured organic reaction records. The task is: describe an organic reaction: reactants, conditions, products, and yield The reactants are CCNc1ccc(OCC(=O)OCC)cc1, CCOCC, Cc1nc(-c2ccc(C(F)(F)F)cc2)sc1CCl, [H-], [I-], [Na+], [Na+], CN(C)C=O, O. The product is CCOC(=O)COc1ccc(N(CC)Cc2sc(-c3ccc(C(F)(F)F)cc3)nc2C)cc1. RXN SMILES: [CH2:1]([CH3:2])[O:3][C:4]([CH2:5][O:6][c:7]1[cH:8][cH:9][c:10]([NH:13][CH2:14][CH3:15])[cH:11][cH:12]1)=[O:16].[CH3:44][CH2:45][O:46][CH2:47][CH3:48].[Cl:17][CH2:18][c:19]1[c:20]([CH3:34])[n:21][c:22](-[c:24]2[cH:25][cH:26][c:27]([C:30]([F:31])([F:32])[F:33])[cH:28][cH:29]2)[s:23]1.[H-:38].[I-:35].[Na+:36].[Na+:37].[O:39]=[CH:40][N:41]([CH3:42])[CH3:43].[OH2:49]>>[CH2:1]([CH3:2])[O:3][C:4]([CH2:5][O:6][c:7]1[cH:8][cH:9][c:10]([N:13]([CH2:14][CH3:15])[CH2:18][c:19]2[c:20]([CH3:34])[n:21][c:22](-[c:24]3[cH:25][cH:26][c:27]([C:30]([F:31])([F:32])[F:33])[cH:28][cH:29]3)[s:23]2)[cH:11][cH:12]1)=[O:16]. Reactants: C([O-])(O)=O.[Na+] (sodium bicarbonate), O=C(CNC(=O)C1C=2N(CCC1)N=C(N2)C2=NC(=C(C=C2)N2C=NC(=C2)C)OC)C2=CC=CC=C2 (2-[6-Methoxy-5-(4-methyl-1H-imidazol-1-yl)pyridin-2-yl]-5,6,7,8-tetrahydro[1,2,4]triazolo[1,5-a]pyridine-8-carboxylic acid (2-oxo-2-phenylethyl)amide), C(C(=O)Cl)(=O)Cl (Oxalyl chloride), P(=O)(Cl)(Cl)Cl (phosphoryl chloride). Run in C(Cl)(Cl)Cl (chloroform), C1(=CC=CC=C1)C (toluene), C1(=CC=CC=C1)C (Toluene). Yields the product COC1=C(C=CC(=N1)C1=NN2C(C(CCC2)C=2OC(=CN2)C2=CC=CC=C2)=N1)N1C=NC(=C1)C (2-[6-methoxy-5-(4-methyl-1H-imidazol-1-yl)pyridin-2-yl]-8-(5-phenyloxazol-2-yl)-5,6,7,8-tetrahydro[1,2,4]triazolo[1,5-a]pyridine). Isolated yield 12.8%. Reaction SMILES: O=[C:2]([C:30]1[CH:35]=[CH:34][CH:33]=[CH:32][CH:31]=1)[CH2:3][NH:4][C:5]([CH:7]1[CH2:12][CH2:11][CH2:10][N:9]2[N:13]=[C:14]([C:16]3[CH:21]=[CH:20][C:19]([N:22]4[CH:26]=[C:25]([CH3:27])[N:24]=[CH:23]4)=[C:18]([O:28][CH3:29])[N:17]=3)[N:15]=[C:8]12)=[O:6].C(Cl)(=O)C(Cl)=O.P(Cl)(Cl)(Cl)=O.C(=O)(O)[O-].[Na+]>C1(C)C=CC=CC=1.C(Cl)(Cl)Cl>[CH3:29][O:28][C:18]1[N:17]=[C:16]([C:14]2[N:15]=[C:8]3[CH:7]([C:5]4[O:6][C:2]([C:30]5[CH:35]=[CH:34][CH:33]=[CH:32][CH:31]=5)=[CH:3][N:4]=4)[CH2:12][CH2:11][CH2:10][N:9]3[N:13]=2)[CH:21]=[CH:20][C:19]=1[N:22]1[CH:26]=[C:25]([CH3:27])[N:24]=[CH:23]1 |f:3.4|. Reported procedure: 2-[6-Methoxy-5-(4-methyl-1H-imidazol-1-yl)pyridin-2-yl]-5,6,7,8-tetrahydro[1,2,4]triazolo[1,5-a]pyridine-8-carboxylic acid (2-oxo-2-phenylethyl)amide obtained in Example 172 (35.7 mg) was suspended in toluene (0.5 mL). Oxalyl chloride (20.4 mg) was added and the mixture was stirred with heating under reflux for two hours. Toluene (3 mL) and phosphoryl chloride (60 μL) were added, followed by further stirring for two hours and 30 minutes. The reaction solution was ice-cooled. Then, chloroform and... Reactants: O1CCC(CC1)C1=CC=C(OC(C(=O)OCC)CC)C=C1 (ethyl 2-[p-(4-tetrahydropyranyl)-phenoxy]-butanoate), [OH-].[Na+] (sodium hydroxide). Run in C(C)O (ethanol). Reaction conditions: temperature 20 celsius, time 24 hour. Yields the product O1CCC(CC1)C1=CC=C(OC(C(=O)O)CC)C=C1 (2-[p-(4-tetrahydropyranyl)-phenoxy]-butanoic acid). The yield is 92.4%. Reaction SMILES: [O:1]1[CH2:6][CH2:5][CH:4]([C:7]2[CH:21]=[CH:20][C:10]([O:11][CH:12]([CH2:18][CH3:19])[C:13]([O:15]CC)=[O:14])=[CH:9][CH:8]=2)[CH2:3][CH2:2]1.[OH-].[Na+]>C(O)C>[O:1]1[CH2:2][CH2:3][CH:4]([C:7]2[CH:8]=[CH:9][C:10]([O:11][CH:12]([CH2:18][CH3:19])[C:13]([OH:15])=[O:14])=[CH:20][CH:21]=2)[CH2:5][CH2:6]1 |f:1.2|. Procedure: A mixture of 14.6 g of ethyl 2-[p-(4-tetrahydropyranyl)-phenoxy]-butanoate, 100 ml of ethanol and 40 ml of 2N sodium hydroxide was stirred at 20° C for 24 hours and then refluxed for an hour. The ethanol was evaporated and the residue was taken up in 100 ml of 0.5N sodium hydroxide. The solution was washed with ether and acidified with concentrated hydrochloric acid and was extracted with methylene chloride. The extracts were dried and evaporated to dryness to obtain 13.2 g of raw product which ...